From a dataset of the Open Reaction Database (ORD), a public repository of structured organic reaction records. describe an organic reaction: reactants, conditions, products, and yield Starting materials: CC(C)([C@H](C)\C=C\[C@@H](C)[C@H]1CC[C@H]2C3=CC=C4C[C@H](C[C@@H]([C@]4(C)[C@H]3CC[C@]12C)O)O)O ((24R,22E)-5,7,22-Ergostatrien-1α,3β,25-triol), [N+](=O)([O-])[O-].[K+] (potassium nitrate). Run in CCOCC (ether), O1CCCC1 (tetrahydrofuran). The product is CC1=C(C[C@H](CC1)O)/C=C\C2=CCC[C@]3([C@H]2CC[C@@H]3[C@H](C)CCCC(C)C)C (previtamin D). The yield is 31.7%. RXN SMILES: [CH3:1][C:2](O)([C@@H:4](/[CH:6]=[CH:7]/[C@H:8]([C@@H:10]1[C@:27]2([CH3:28])[C@H:13]([C:14]3[C@H:24]([CH2:25][CH2:26]2)[C@:22]2([CH3:23])[C:17]([CH2:18][C@@H:19]([OH:30])[CH2:20][C@@H:21]2O)=[CH:16][CH:15]=3)[CH2:12][CH2:11]1)[CH3:9])C)[CH3:3].[N+]([O-])([O-])=O.[K+]>CCOCC.O1CCCC1>[CH3:23][C:22]1[CH2:21][CH2:20][C@H:19]([OH:30])[CH2:18][C:17]=1/[CH:16]=[CH:15]\[C:14]1[C@@H:13]2[CH2:12][CH2:11][C@H:10]([C@@H:8]([CH2:7][CH2:6][CH2:4][CH:2]([CH3:3])[CH3:1])[CH3:9])[C@@:27]2([CH3:28])[CH2:26][CH2:25][CH:24]=1 |f:1.2|. Procedure: (24R,22E)-5,7,22-Ergostatrien-1α,3β,25-triol (Ib) (100 mg, 0.23 mmol) was dissolved in a mixed solution of ether (950 ml) and tetrahydrofuran (50 ml), and the solution was irradiated with high pressure mercury lamp using an 1.5% aqueous potassium nitrate solution as a filter with water cooling in a nitrogen stream for 3 minutes. The residue obtained by distilling off the solvent from the reaction solution was purified by HPLC (column: Lichrosorb® Si60 (7 μm), φ25×250 mm, Merck Co., Ltd.; column ... The reactants are COC(CC(C)=O)=O (3-oxo-butyric acid methyl ester), R3—(CH2)m—NH2, C1(CCCCC1)N (cyclohexylamine), BrCC(=O)C1=C(C=CC=C1)OC(F)(F)F (2-bromo-1-(2-trifluoromethoxy-phenyl)-ethanone), NCC1C(CCCC1)O (2-aminomethyl-1-cyclohexanol). Yields the product C1(CCCCC1)NC(=O)C1=C(N(C(=C1)C1=C(C=CC=C1)OC(F)(F)F)CC1C(CCCC1)O)C (1-(2-Hydroxy-cyclohexylmethyl)-2-methyl-5-(2-trifluoromethoxy-phenyl)-1H-pyrrole-3-carboxylic acid cyclohexylamide). Reaction SMILES: C[O:2][C:3](=O)[CH2:4][C:5](=O)[CH3:6].Br[CH2:10][C:11]([C:13]1[CH:18]=[CH:17][CH:16]=[CH:15][C:14]=1[O:19][C:20]([F:23])([F:22])[F:21])=O.[NH2:24][CH2:25][CH:26]1[CH2:31][CH2:30][CH2:29][CH2:28][CH:27]1[OH:32].[CH:33]1([NH2:39])[CH2:38][CH2:37][CH2:36][CH2:35][CH2:34]1>>[CH:33]1([NH:39][C:3]([C:4]2[CH:10]=[C:11]([C:13]3[CH:18]=[CH:17][CH:16]=[CH:15][C:14]=3[O:19][C:20]([F:23])([F:22])[F:21])[N:24]([CH2:25][CH:26]3[CH2:31][CH2:30][CH2:29][CH2:28][CH:27]3[OH:32])[C:5]=2[CH3:6])=[O:2])[CH2:38][CH2:37][CH2:36][CH2:35][CH2:34]1. Procedure details: The title compound was synthesized in analogy to Example 68, using 3-oxo-butyric acid methyl ester as compound of formula R, 2-bromo-1-(2-trifluoromethoxy-phenyl)-ethanone as compound of formula S, 2-aminomethyl-1-cyclohexanol as R3—(CH2)m—NH2 and cyclohexylamine as R1R2NH, MS (ISP) 479.6 (M+H)+. Reactants: Cc1ccc(OB([O-])[O-])cc1, CCOC(=O)C1=Cc2cc(Br)ccc2SC1, CCO, Cc1ccccc1, [Na+], [Na+], O=C([O-])[O-], O. Yields the product CCOC(=O)C1=Cc2cc(-c3ccc(C)cc3)ccc2SC1. As a reaction SMILES: [B:17]([O-:18])([O-:26])[O:27][c:19]1[cH:20][cH:21][c:22]([CH3:25])[cH:23][cH:24]1.[Br:1][c:2]1[cH:3][c:4]2[c:9]([cH:10][cH:11]1)[S:8][CH2:7][C:6]([C:12](=[O:13])[O:14][CH2:15][CH3:16])=[CH:5]2.[CH3:35][CH2:36][OH:37].[CH3:38][c:39]1[cH:40][cH:41][cH:42][cH:43][cH:44]1.[Na+:29].[Na+:30].[O-:31][C:32](=[O:33])[O-:34].[OH2:28]>>[c:2]1(-[c:19]2[cH:20][cH:21][c:22]([CH3:25])[cH:23][cH:24]2)[cH:3][c:4]2[c:9]([cH:10][cH:11]1)[S:8][CH2:7][C:6]([C:12](=[O:13])[O:14][CH2:15][CH3:16])=[CH:5]2. Starting materials: C(=C)(C)C1CCC(CC1)=O (4-isopropenylcyclohexanone), [NH4+].[Cl-] (NH4Cl), C(C)[Zn]CC (diethylzinc), ICI (diiodomethane). The solvent is CCCCCC (hexane). Run at temperature -60 celsius, time 2 hour. Product: CC1(CC1)C1CCC(CC1)=O (4-(1 -Methylcyclopropyl)cyclohexanone). RXN SMILES: [C:1]([CH:4]1[CH2:9][CH2:8][C:7](=[O:10])[CH2:6][CH2:5]1)([CH3:3])=[CH2:2].[CH2:11]([Zn]CC)C.ICI.[NH4+].[Cl-]>CCCCCC>[CH3:2][C:1]1([CH:4]2[CH2:9][CH2:8][C:7](=[O:10])[CH2:6][CH2:5]2)[CH2:11][CH2:3]1 |f:3.4|. Reported procedure: 5.0 g (0.036 mol) of 4-isopropenylcyclohexanone (precursor to Example 4) were placed under inert gas in 150 ml of hexane, and 16.5 g (0.134 mol) of diethylzinc (1M in hexane) followed by 58.0 g (0.22 mol) of diiodomethane were added dropwise at -20° C. The mixture was stirred at -60° C. for 2 hours and then at 0° C. for 6 hours. The reaction solution was kept in a refrigerator overnight and was worked up by pouring it into cold NH4Cl solution and carrying out extraction with ether. The organic p... Starting materials: [OH-].[Na+] (sodium hydroxide), FC=1C=2N(C=CC1C=1C(=NC(=C(C(=O)OC)C1)OC)C)N=C(C2C(NC)=O)C2=CC=C(C=C2)F (Methyl 5-(4-fluoro-2-(4-fluorophenyl)-3-(methylcarbamoyl)pyrazolo[1,5-a]pyridin-5-yl)-2-methoxy-6-methylnicotinate), Cl (HCl). Run in O1CCOCC1 (dioxane). The product is FC=1C=2N(C=CC1C=1C(=NC(=C(C(=O)O)C1)OC)C)N=C(C2C(NC)=O)C2=CC=C(C=C2)F (5-(4-fluoro-2-(4-fluorophenyl)-3-(methylcarbamoyl)pyrazolo[1,5-a]pyridin-5-yl)-2-methoxy-6-methylnicotinic acid). As a reaction SMILES: [F:1][C:2]1[C:3]2[N:4]([N:21]=[C:22]([C:28]3[CH:33]=[CH:32][C:31]([F:34])=[CH:30][CH:29]=3)[C:23]=2[C:24](=[O:27])[NH:25][CH3:26])[CH:5]=[CH:6][C:7]=1[C:8]1[C:9]([CH3:20])=[N:10][C:11]([O:18][CH3:19])=[C:12]([CH:17]=1)[C:13]([O:15]C)=[O:14].[OH-].[Na+].Cl>O1CCOCC1>[F:1][C:2]1[C:3]2[N:4]([N:21]=[C:22]([C:28]3[CH:29]=[CH:30][C:31]([F:34])=[CH:32][CH:33]=3)[C:23]=2[C:24](=[O:27])[NH:25][CH3:26])[CH:5]=[CH:6][C:7]=1[C:8]1[C:9]([CH3:20])=[N:10][C:11]([O:18][CH3:19])=[C:12]([CH:17]=1)[C:13]([OH:15])=[O:14] |f:1.2|. Reported procedure: To a solution containing Methyl 5-(4-fluoro-2-(4-fluorophenyl)-3-(methylcarbamoyl)pyrazolo[1,5-a]pyridin-5-yl)-2-methoxy-6-methylnicotinate (0.041 g, 0.088 mmol) and dioxane (0.44 mL) was added aqueous sodium hydroxide (0.44 mL, 2.0 M). The solution was maintained at room temperature for 18 h. The solution was adjusted to below pH 4 with aqueous HCl (1.0 mL, 1.0 N). 5-(4-fluoro-2-(4-fluorophenyl)-3-(methylcarbamoyl)pyrazolo[1,5-a]pyridin-5-yl)-2-methoxy-6-methylnicotinic acid precipitated as a w... Reactants: CC=1N=C(SC1)N (4-methylthiazol-2-amine), ClC1=NC=CC(=C1)SC=1N(C=CN1)C (2-chloro-4-(1-methyl-1H-imidazol-2-ylthio)pyridine), P(=O)([O-])([O-])[O-].[K+].[K+].[K+] (potassium phosphate). Reagents/catalysts: C=1C=CC(=CC1)/C=C/C(=O)/C=C/C2=CC=CC=C2.C=1C=CC(=CC1)/C=C/C(=O)/C=C/C2=CC=CC=C2.C=1C=CC(=CC1)/C=C/C(=O)/C=C/C2=CC=CC=C2.[Pd].[Pd] (Pd2(dba)3), C1(=CC=CC=C1)P(C1=CC=CC=2C(C3=CC=CC(=C3OC12)P(C1=CC=CC=C1)C1=CC=CC=C1)(C)C)C1=CC=CC=C1 (4,5-bis(diphenylphosphino)-9,9-dimethyl-9H-xanthene). The product is Cl.Cl.CN1C(=NC=C1)SC1=CC(=NC=C1)NC=1SC=C(N1)C (4-(1-methyl-1H-imidazol-2-ylthio)-N-(4-methylthiazol-2-yl)pyridin-2-amine dihydrochloride). The yield is 80.1%. Reaction SMILES: [CH3:1][C:2]1[N:3]=[C:4]([NH2:7])[S:5][CH:6]=1.[Cl:8][C:9]1[CH:14]=[C:13]([S:15][C:16]2[N:17]([CH3:21])[CH:18]=[CH:19][N:20]=2)[CH:12]=[CH:11][N:10]=1.P([O-])([O-])([O-])=O.[K+].[K+].[K+]>C1C=CC(/C=C/C(/C=C/C2C=CC=CC=2)=O)=CC=1.C1C=CC(/C=C/C(/C=C/C2C=CC=CC=2)=O)=CC=1.C1C=CC(/C=C/C(/C=C/C2C=CC=CC=2)=O)=CC=1.[Pd].[Pd].C1(P(C2C=CC=CC=2)C2C3OC4C(=CC=CC=4P(C4C=CC=CC=4)C4C=CC=CC=4)C(C)(C)C=3C=CC=2)C=CC=CC=1>[ClH:8].[ClH:8].[CH3:21][N:17]1[CH:18]=[CH:19][N:20]=[C:16]1[S:15][C:13]1[CH:14]=[CH:9][N:10]=[C:11]([NH:7][C:4]2[S:5][CH:6]=[C:2]([CH3:1])[N:3]=2)[CH:12]=1 |f:2.3.4.5,6.7.8.9.10,12.13.14|. Procedure: Using the method of Example 3, Step B, 4-methylthiazol-2-amine (11.21 mL, 4.484 mmol), 2-chloro-4-(1-methyl-1H-imidazol-2-ylthio)pyridine (1.012 g, 4.484 mmol), potassium phosphate (0.9518 g, 4.484 mmol), Pd2(dba)3 (0.09332 g, 0.1019 mmol), and 4,5-bis(diphenylphosphino)-9,9-dimethyl-9H-xanthene (0.06486 g, 0.1121 mmol) were reacted to provide 4-(1-methyl-1H-imidazol-2-ylthio)-N-(4-methylthiazol-2-yl)pyridin-2-amine dihydrochloride (0.676 g, 44.07% yield) after salt formation. 1H NMR (d6-DMSO) δ... The reactants are C1=CC=C2CCCN3C2=C1[C@H]1[C@@H]3CCNC1 ((7aS,11aR)-5,6,7a,8,9,10,11,11a-octahydro-4H-pyrido[3′,4′:4,5]pyrrolo[3,2,1-ij]quinoline), ClCCCC(=O)C1=CC=C(C=C1)F (4-chloro-4′-fluorobutyrophenone), C(=O)([O-])[O-].[K+].[K+] (K2CO3). Run in O1CCOCC1 (1,4-dioxane), C(Cl)(Cl)Cl (CHCl3). Reaction conditions: temperature 100 celsius. Yields the product C1=CC=C2CCCN3C2=C1[C@H]1[C@@H]3CCN(C1)CCCC(=O)C1=CC=C(C=C1)F (4-((7aS,11aR)-5,6,8,9,11,11a-hexahydro-4H-pyrido[3′,4′:4,5]pyrrolo[3,2,1-ij]quinolin-10(7aH)-yl)-1-(4-fluorophenyl)-1-butanone). Yield: 58.1%. As a reaction SMILES: [CH:1]1[C:10]2[C@@H:11]3[CH2:16][NH:15][CH2:14][CH2:13][C@@H:12]3[N:8]3[C:9]=2[C:4]([CH2:5][CH2:6][CH2:7]3)=[CH:3][CH:2]=1.Cl[CH2:18][CH2:19][CH2:20][C:21]([C:23]1[CH:28]=[CH:27][C:26]([F:29])=[CH:25][CH:24]=1)=[O:22].C([O-])([O-])=O.[K+].[K+]>O1CCOCC1.C(Cl)(Cl)Cl>[CH:1]1[C:10]2[C@@H:11]3[CH2:16][N:15]([CH2:18][CH2:19][CH2:20][C:21]([C:23]4[CH:24]=[CH:25][C:26]([F:29])=[CH:27][CH:28]=4)=[O:22])[CH2:14][CH2:13][C@@H:12]3[N:8]3[C:9]=2[C:4]([CH2:5][CH2:6][CH2:7]3)=[CH:3][CH:2]=1 |f:2.3.4|. Reported procedure: To a solution of (7aS,11aR)-5,6,7a,8,9,10,11,11a-octahydro-4H-pyrido[3′,4′:4,5]pyrrolo[3,2,1-ij]quinoline (0.21 g, 1.0 mmol)) in 1,4-dioxane (7.0 mL) were added 4-chloro-4′-fluorobutyrophenone (0.40 g, 2.0 mmol), KI (catalytic amount) and K2CO3 (0.28 g, 2.0 mmol). The reaction mixture was heated at 100° C. for 48 h. The reaction mixture was cooled to 20° C. then diluted with CHCl3. The solution was filtered to remove excess K2CO3 and the filtrate was concentrated in vacuo and chromatographed (si...